This data is from the Open Reaction Database (ORD), a public repository of structured organic reaction records. The task is: describe an organic reaction: reactants, conditions, products, and yield Reactants: C(\C=C\C(=O)O)(=O)O (fumaric acid), C(\C=C\C(=O)O)(=O)O (fumaric acid), P(=O)([O-])([O-])[O-] (phosphate). Reaction conditions: temperature 20 celsius, time 11 hour. Product: C([C@@H](O)CC(=O)O)(=O)O (L-malic acid). Yield: 76.0%. RXN SMILES: [C:1]([OH:8])(=[O:7])/[CH:2]=[CH:3]/[C:4]([OH:6])=[O:5].P([O-])([O-])([O-])=[O:10]>>[C:1]([OH:8])(=[O:7])[C@H:2]([CH2:3][C:4]([OH:6])=[O:5])[OH:10]. Procedure: These 2 ml were added to 100 ml of phosphate buffer, pH of 7.0, containing 0.05 mole of fumaric acid (neutralized by sodium hydroxide). The reaction mixture was stirred at 20°C. After 11 hours, 1.39 g of fumaric acid remained and 5.05 g of L-malic acid were formed corresponding to a 76% yield. Starting materials: [N+](=O)([O-])C1=C(C=CC(=C1)F)NC(CCBr)=O (N-(2-nitro-4-fluorophenyl)-3-bromo-propionamide), FC1=CC=C(C=C1)N1CCNCC1 (1 -(4-fluoro-phenyl)-piperazine), C(C)(C)N(CC)C(C)C (diisopropylethylamine), CN(C)C=O (DMF). Run in O (Water). Reaction conditions: time 48 hour. Product: [N+](=O)([O-])C1=C(C=CC(=C1)F)NC(CCN1CCN(CC1)C1=CC=C(C=C1)F)=O (N-(2-Nitro4-fluorophenyl)-3-[4-(4-fluorophenyl)piperazin-1-yl]propionamide). RXN SMILES: [N+:1]([C:4]1[CH:9]=[C:8]([F:10])[CH:7]=[CH:6][C:5]=1[NH:11][C:12](=[O:16])[CH2:13][CH2:14]Br)([O-:3])=[O:2].[F:17][C:18]1[CH:23]=[CH:22][C:21]([N:24]2[CH2:29][CH2:28][NH:27][CH2:26][CH2:25]2)=[CH:20][CH:19]=1.C(N(C(C)C)CC)(C)C.CN(C=O)C>O>[N+:1]([C:4]1[CH:9]=[C:8]([F:10])[CH:7]=[CH:6][C:5]=1[NH:11][C:12](=[O:16])[CH2:13][CH2:14][N:27]1[CH2:26][CH2:25][N:24]([C:21]2[CH:20]=[CH:19][C:18]([F:17])=[CH:23][CH:22]=2)[CH2:29][CH2:28]1)([O-:3])=[O:2]. Procedure details: A mixture of 14.8 gm of N-(2-nitro-4-fluorophenyl)-3-bromo-propionamide, 9.0 gm of 1 -(4-fluoro-phenyl)-piperazine, 6.46 gm of diisopropylethylamine and 150 ml DMF was kept for 48 hours at 150° C. Water (300 ml) was added at ambient temperature and the mixture was extracted with CHCl3. The CHCl3 extract was collected, washed with 20 ml water and dried over Na2SO4. The crude product obtained after removing the solvents was purified by using chromatography: solid phase (SIO2 ; 40 μm; Baker); eluen... Reactants: P(Cl)(Cl)(Cl)(Cl)Cl (Phosphorus pentachloride), [N+](=O)([O-])C=1C=C(C=C(C(=O)O)C)C=CC1 (m-nitro-α-methylcinnamic acid). Run in C(C)(=O)OCC (ethyl acetate). Run at time 1 hour. Product: [N+](=O)([O-])C=1C=C(C=C(C(=O)OC2=CC=CC=C2)C)C=CC1 (phenyl m-nitro-α-methylcinnamate). RXN SMILES: P(Cl)(Cl)(Cl)(Cl)Cl.[N+:7]([C:10]1[CH:11]=[C:12]([CH:19]=[CH:20][CH:21]=1)[CH:13]=[C:14]([CH3:18])[C:15]([OH:17])=[O:16])([O-:9])=[O:8]>C(OCC)(=O)C>[N+:7]([C:10]1[CH:11]=[C:12]([CH:19]=[CH:20][CH:21]=1)[CH:13]=[C:14]([CH3:18])[C:15]([O:17][C:10]1[CH:11]=[CH:12][CH:19]=[CH:20][CH:21]=1)=[O:16])([O-:9])=[O:8]. Reported procedure: Phosphorus pentachloride (22 g) was added to 20.7 g of m-nitro-α-methylcinnamic acid suspended in 300 ml of ethyl acetate, and the resulting mixture was stirred at room temperature for 1 hour. After the reaction, the solvent was removed by distillation under reduced pressure, upon which m-nitro-α-methylcinnamoyl chloride precipitated. This was dissolved in 300 ml of ethyl acetate, and 9.4 g of phenol was added to the solution. The solution was subjected to reaction at room temperature for 1 hour... Reactants: CCOC(=O)c1c[nH]c2c1CCc1cnccc1-2, CCO, [K+], [OH-]. Product: O=C(O)c1c[nH]c2c1CCc1cnccc1-2. As a reaction SMILES: [CH2:1]([CH3:2])[O:3][C:4](=[O:5])[c:6]1[cH:7][nH:8][c:9]2[c:18]1[CH2:17][CH2:16][c:15]1[c:10]-2[cH:11][cH:12][n:13][cH:14]1.[CH3:21][CH2:22][OH:23].[K+:20].[OH-:19]>>[O:3]=[C:4]([OH:5])[c:6]1[cH:7][nH:8][c:9]2[c:18]1[CH2:17][CH2:16][c:15]1[c:10]-2[cH:11][cH:12][n:13][cH:14]1. The reactants are C(=O)C1=CC(=NC(=C1)N(CC1C(C1)C)C)N(S(=O)(=O)C)C (N-(4-formyl-6-{methyl[(2-methylcyclopropyl)methyl]amino}pyridin-2-yl)-N-methylmethanesulfonamide), [I-].C[S+](C)C (trimethylsulfonium iodide), [OH-].[K+] (potassium hydroxide). The reagents and catalysts are O (water). Solvent: C(C)#N (acetonitrile), CCOC(=O)C (EtOAc). Reaction conditions: temperature 65 celsius. Yields the product CN(S(=O)(=O)C)C1=NC(=CC(=C1)C1OC1)N(CC1C(C1)C)C (N-methyl-N-(6-{methyl[(2-methylcyclopropyl)methyl]amino}-4-oxiran-2-ylpyridin-2-yl)methanesulfonamide). Reaction SMILES: [CH:1]([C:3]1[CH:8]=[C:7]([N:9]([CH3:15])[CH2:10][CH:11]2[CH2:13][CH:12]2[CH3:14])[N:6]=[C:5]([N:16]([CH3:21])[S:17]([CH3:20])(=[O:19])=[O:18])[CH:4]=1)=[O:2].[I-].[CH3:23][S+](C)C.[OH-].[K+]>C(#N)C.O.CCOC(C)=O>[CH3:21][N:16]([C:5]1[CH:4]=[C:3]([CH:1]2[CH2:23][O:2]2)[CH:8]=[C:7]([N:9]([CH3:15])[CH2:10][CH:11]2[CH2:13][CH:12]2[CH3:14])[N:6]=1)[S:17]([CH3:20])(=[O:18])=[O:19] |f:1.2,3.4|. Procedure details: To a solution of N-(4-formyl-6-{methyl[(2-methylcyclopropyl)methyl]amino}pyridin-2-yl)-N-methylmethanesulfonamide (435 mg, 1.40 mmol) in acetonitrile (5 mL) was added 5 drops water, trimethylsulfonium iodide (342 mg, 1.68 mmol) and potassium hydroxide (188 mg, 3.35 mmol). The reaction was stirred at 65° C., sealed, for 3 h, diluted with EtOAc, washed with sat'd aq NaHCO3, brine, dried over sodium sulfate, and concentrated in vacuo to provide N-methyl-N-(6-{methyl[(2-methylcyclopropyl)methyl]amin...